This data is from the Open Reaction Database (ORD), a public repository of structured organic reaction records. The task is: describe an organic reaction: reactants, conditions, products, and yield Reactants: CC1(C=2C=CC(=CC2C(CC1)(C)C)C(=O)OC1=CC=C(C(=O)OCC2=CC=CC=C2)C=C1)C (Benzyl 4-(5,5,8,8-tetramethyl-5,6,7,8-tetrahydro-2-naphthoyloxy)benzoate), OC1=CC=C(C(=O)OCC2=CC=CC=C2)C=C1 (benzyl 4-hydroxybenzoate). Product: CC1(C=2C=CC(=CC2C(CC1)(C)C)C(=O)OC1=CC=C(C(=O)OCC)C=C1)C (Ethyl 4-(5,5,8,8-tetramethyl-5,6,7,8-tetrahydro-2-naphthoyloxy)benzoate). RXN SMILES: [CH3:1][C:2]1([CH3:33])[CH2:11][CH2:10][C:9]([CH3:13])([CH3:12])[C:8]2[CH:7]=[C:6]([C:14]([O:16][C:17]3[CH:32]=[CH:31][C:20]([C:21]([O:23][CH2:24][C:25]4C=CC=CC=4)=[O:22])=[CH:19][CH:18]=3)=[O:15])[CH:5]=[CH:4][C:3]1=2.OC1C=CC(C(OCC2C=CC=CC=2)=O)=CC=1>>[CH3:33][C:2]1([CH3:1])[CH2:11][CH2:10][C:9]([CH3:12])([CH3:13])[C:8]2[CH:7]=[C:6]([C:14]([O:16][C:17]3[CH:18]=[CH:19][C:20]([C:21]([O:23][CH2:24][CH3:25])=[O:22])=[CH:31][CH:32]=3)=[O:15])[CH:5]=[CH:4][C:3]1=2. Procedure: Benzyl 4-(5,5,8,8-tetramethyl-5,6,7,8-tetrahydro-2-naphthoyloxy)benzoate-Using benzyl 4-hydroxybenzoate, the title compound was synthesized as a white, crystalline solid. PMR (CDCl3): δ 1.32 (6H, s), 1.35 (6H, s), 1.72 (4H, s), 5.38 (2H, s), 7.24-7.48 (8H, m), 7.92 (1H, dd, J~8.8 Hz, 1.8 Hz), 8.12-8.20 (3H, m).